From a dataset of the Open Reaction Database (ORD), a public repository of structured organic reaction records. describe an organic reaction: reactants, conditions, products, and yield Reactants: NC=1C=C(C#N)C=CC1N (3,4-Diaminobenzonitrile), C(=O)(N1C=NC=C1)N1C=NC=C1 (1,1′-carbonyldiimidazole). Yields the product O=C1NC2=C(N1)C=CC(=C2)C#N (2-Oxo-2,3-dihydro-1H-benzoimidazole-5-carbonitrile). Reaction SMILES: [NH2:1][C:2]1[CH:3]=[C:4]([CH:7]=[CH:8][C:9]=1[NH2:10])[C:5]#[N:6].[C:11](N1C=CN=C1)(N1C=CN=C1)=[O:12]>>[O:12]=[C:11]1[NH:10][C:9]2[CH:8]=[CH:7][C:4]([C:5]#[N:6])=[CH:3][C:2]=2[NH:1]1. Reported procedure: 3,4-Diaminobenzonitrile (3.171 g, 23.8 mmol, Oakwood) was reacted with 1,1′-carbonyldiimidazole (3.862 g, 23.8 mmol, Aldrich) under the conditions of Example 1b to give the title compound as an amorphous solid. MS (ESI, pos. ion) m/z: 160 (M+1). The reactants are C(#N)C(CCCC(=O)OCC)C1=C(C(=CC=C1)F)F (ethyl 5-cyano-5-(2,3-difluorophenyl)pentanoate). Reagents/catalysts: [Ni] (Raney-Nickel). Solvent: C(C)O (ethanol). Run at time 18 hour. Yields the product NCC(CCCC(=O)OCC)C1=C(C(=CC=C1)F)F (Ethyl 6-amino-5-(2,3-difluorophenyl)hexanoate). Reaction SMILES: [C:1]([CH:3]([C:12]1[CH:17]=[CH:16][CH:15]=[C:14]([F:18])[C:13]=1[F:19])[CH2:4][CH2:5][CH2:6][C:7]([O:9][CH2:10][CH3:11])=[O:8])#[N:2]>C(O)C.[Ni]>[NH2:2][CH2:1][CH:3]([C:12]1[CH:17]=[CH:16][CH:15]=[C:14]([F:18])[C:13]=1[F:19])[CH2:4][CH2:5][CH2:6][C:7]([O:9][CH2:10][CH3:11])=[O:8]. Reported procedure: Raney-Nickel (2800, slurry in water; washed with ethyl alcohol (3×); 3.8 g) was added to a solution of ethyl 5-cyano-5-(2,3-difluorophenyl)pentanoate (4.75 g, 17.8 mmol) in ethanol (100 mL). Ammonia gas was bubbled to the reaction mixture and the mixture was stirred under hydrogen at 48 psi. After 18 h, the reaction was filtered and concentrated. MS 272.1 (M+1). The reactants are CS(=O)(=O)Cl, CCc1nc(Cl)ccc1N, ClCCl, c1ccncc1. Product: CCc1nc(Cl)ccc1NS(C)(=O)=O. RXN SMILES: [CH3:17][S:18]([Cl:19])(=[O:20])=[O:21].[Cl:1][c:2]1[cH:3][cH:4][c:5]([NH2:10])[c:6]([CH2:8][CH3:9])[n:7]1.[Cl:22][CH2:23][Cl:24].[cH:11]1[cH:12][cH:13][n:14][cH:15][cH:16]1>>[Cl:1][c:2]1[cH:3][cH:4][c:5]([NH:10][S:18]([CH3:17])(=[O:20])=[O:21])[c:6]([CH2:8][CH3:9])[n:7]1. Starting materials: ClC1=CC2=C(OC(O2)C(=O)OCC)C=C1S(=O)(=O)C1=CC2=C(C=C1)OCO2 (ethyl 5-chloro-6-(3,4-methylenedioxyphenylsulfonyl)-1,3-benzodioxole-2-carboxylate), [OH-].[Na+] (sodium hydroxide), Cl (hydrochloric acid). Solvent: 2-n. Yields the product ClC1=CC2=C(OC(O2)C(=O)O)C=C1S(=O)(=O)C1=CC2=C(C=C1)OCO2 (5-chloro-6-(3,4-methylenedioxyphenylsulfonyl)-1,3-benzodioxole-2-carboxylic acid). Reaction SMILES: [Cl:1][C:2]1[C:15]([S:16]([C:19]2[CH:24]=[CH:23][C:22]3[O:25][CH2:26][O:27][C:21]=3[CH:20]=2)(=[O:18])=[O:17])=[CH:14][C:5]2[O:6][CH:7]([C:9]([O:11]CC)=[O:10])[O:8][C:4]=2[CH:3]=1.[OH-].[Na+].Cl>>[Cl:1][C:2]1[C:15]([S:16]([C:19]2[CH:24]=[CH:23][C:22]3[O:25][CH2:26][O:27][C:21]=3[CH:20]=2)(=[O:17])=[O:18])=[CH:14][C:5]2[O:6][CH:7]([C:9]([OH:11])=[O:10])[O:8][C:4]=2[CH:3]=1 |f:1.2|. Reported procedure: 10.9 g (0.0264 mole) of ethyl 5-chloro-6-(3,4-methylenedioxyphenylsulfonyl)-1,3-benzodioxole-2-carboxylate are covered with 40 ml of 2-n sodium hydroxide solution and the batch is heated for half an hour in a boiling water bath, cooled, acidified with hydrochloric acid and then extracted with ethyl acetate, affording 5-chloro-6-(3,4-methylenedioxyphenylsulfonyl)-1,3-benzodioxole-2-carboxylic acid. Melting point 182°-184° C. (crystallisation from ethyl acetate/toluene). Reported procedure: Acetic acid 5-[3-(4-methoxy-benzyloxy)-5-(1-triisopropylsilanyl-1H-indol-4-yl)-benzoyl]-pyridin-2-ylmethyl ester. To the mixture of acetic acid 5-[3-bromo-5-(4-methoxy-benzyloxy)-benzoyl]-pyridin-2-ylmethyl ester (145 mg, 0.308 mmol) and chloro(di-2-norbornylphosphino)(2′dimethylamino-1,1′-biphenyl-2-yl)palladium (II) (15 mg) in dioxane (6 mL) under nitrogen was added a solution of 4-(4,4,5,5-tetramethyl-[1,3,2]dioxaborolan-2-yl)-1-triisopropylsilanyl-1H-indole (129 mg, 0.324 mmol) in dioxane (6... Yields the product OC=1C=C(C=C(C1)C1=C2C=CNC2=CC=C1)C(=O)C=1C=NC(=CC1)CO ([3-Hydroxy-5-(1H-indol-4-yl)-phenyl]-(6-hydroxymethyl-pyridin-3-yl)-methanone). RXN SMILES: COC1C=CC(C[O:8][C:9]2[CH:10]=[C:11]([CH:25]=[C:26]([C:28]3[CH:36]=[CH:35][CH:34]=[C:33]4[C:29]=3[CH:30]=[CH:31][N:32]4[Si](C(C)C)(C(C)C)C(C)C)[CH:27]=2)[C:12]([C:14]2[CH:15]=[CH:16][C:17]([CH2:20][O:21]C(=O)C)=[N:18][CH:19]=2)=[O:13])=CC=1.BrC1C=C(C=C(OCC2C=CC(OC)=CC=2)C=1)C(C1C=CC(COC(=O)C)=NC=1)=O.CC1(C)C(C)(C)OB(C2C=CC=C3C=2C=CN3[Si](C(C)C)(C(C)C)C(C)C)O1.[O-]P([O-])([O-])=O.[K+].[K+].[K+]>O1CCOCC1.C(Cl)Cl.Cl[Pd-](P(C1CC2CC1CC2)C1CC2CC1CC2)C1C=CC=CC=1C1C=CC=CC=1N(C)C>[OH:8][C:9]1[CH:10]=[C:11]([C:12]([C:14]2[CH:19]=[N:18][C:17]([CH2:20][OH:21])=[CH:16][CH:15]=2)=[O:13])[CH:25]=[C:26]([C:28]2[CH:36]=[CH:35][CH:34]=[C:33]3[C:29]=2[CH:30]=[CH:31][NH:32]3)[CH:27]=1 |f:3.4.5.6|. The reagents and catalysts are Cl[Pd-](C1=C(C=CC=C1)C1=C(C=CC=C1)N(C)C)P(C1C2CCC(C1)C2)C2C1CCC(C2)C1 (chloro(di-2-norbornylphosphino)(2′dimethylamino-1,1′-biphenyl-2-yl)palladium (II)). Reactants: COC1=CC=C(COC=2C=C(C(=O)C=3C=CC(=NC3)COC(C)=O)C=C(C2)C2=C3C=CN(C3=CC=C2)[Si](C(C)C)(C(C)C)C(C)C)C=C1 (Acetic acid 5-[3-(4-methoxy-benzyloxy)-5-(1-triisopropylsilanyl-1H-indol-4-yl)-benzoyl]-pyridin-2-ylmethyl ester), CC1(OB(OC1(C)C)C1=C2C=CN(C2=CC=C1)[Si](C(C)C)(C(C)C)C(C)C)C (4-(4,4,5,5-tetramethyl-[1,3,2]dioxaborolan-2-yl)-1-triisopropylsilanyl-1H-indole), [O-]P(=O)([O-])[O-].[K+].[K+].[K+] (K3PO4), BrC=1C=C(C(=O)C=2C=CC(=NC2)COC(C)=O)C=C(C1)OCC1=CC=C(C=C1)OC (acetic acid 5-[3-bromo-5-(4-methoxy-benzyloxy)-benzoyl]-pyridin-2-ylmethyl ester). Solvent: O1CCOCC1 (dioxane), C(Cl)Cl (methylene chloride), O1CCOCC1 (dioxane).